Dataset: the Open Reaction Database (ORD), a public repository of structured organic reaction records. Task: describe an organic reaction: reactants, conditions, products, and yield The reactants are ICC(=O)O (iodoacetic acid), CN1CCOCC1 (N-methylmorpholine), C(C(C)C)OC(=O)Cl (isobutylchloroformate), OC=1C=C(CN\C=C\2/C(NC(C3=CC=C(C=C23)I)=O)=O)C=CC1OCCC ((4Z)-4-{[(3-hydroxy-4-propoxybenzyl)amino]methylene}-6-iodoisoquinoline-1,3(2H,4H)-dione), C(CC(O)(C(=O)O)CC(=O)O)(=O)O (Citric acid). The solvent is CN(C=O)C (N,N-dimethylformamide). Yields the product ClCC(=O)OC1=C(C=CC(=C1)CN\C=C\1/C(NC(C2=CC=C(C=C12)I)=O)=O)OCCC (5-({[(Z)-(6-Iodo-1,3-dioxo-2,3-dihydroisoquinolin-4(1H)-ylidene)methyl]amino}methyl)-2-propoxyphenyl chloroacetate). Yield: 122.0%. RXN SMILES: I[CH2:2][C:3]([OH:5])=[O:4].CN1CCOCC1.C(OC([Cl:20])=O)C(C)C.O[C:22]1[CH:23]=[C:24]([CH:41]=[CH:42][C:43]=1[O:44][CH2:45][CH2:46][CH3:47])[CH2:25][NH:26]/[CH:27]=[C:28]1\[C:29](=[O:40])[NH:30][C:31](=[O:39])[C:32]2[C:37]\1=[CH:36][C:35]([I:38])=[CH:34][CH:33]=2.C(O)(=O)CC(CC(O)=O)(C(O)=O)O>CN(C)C=O>[Cl:20][CH2:2][C:3]([O:5][C:22]1[CH:23]=[C:24]([CH2:25][NH:26]/[CH:27]=[C:28]2\[C:29](=[O:40])[NH:30][C:31](=[O:39])[C:32]3[C:37]\2=[CH:36][C:35]([I:38])=[CH:34][CH:33]=3)[CH:41]=[CH:42][C:43]=1[O:44][CH2:45][CH2:46][CH3:47])=[O:4]. Procedure details: To iodoacetic acid (242 mg, 1.3 mmol) in N,N-dimethylformamide (2 mL) at −20 C is added N-methylmorpholine (142 uL, 1.3 mmol) and isobutylchloroformate (178 uL, 1.3 mmol). After 5 min (4Z)-4-{[(3-hydroxy-4-propoxybenzyl)amino]methylene}-6-iodoisoquinoline-1,3(2H,4H)-dione (250 mg, 0.52 mmol) is added. The reaction mixture is allowed to warm to 25 C. After 24 h 15% aq. Citric acid is added. The resulting precipitate is filtered and washed with water to give a brown solid (352 mg). A portion of th... Starting materials: CCO, COc1c(C)cnc(CCl)c1C, Cl, FC1Oc2cc3[nH]c(S)nc3cc2OC1(F)F, [Na+], [OH-]. As a reaction SMILES: [CH3:33][CH2:34][OH:35].[Cl:21][CH2:22][c:23]1[n:24][cH:25][c:26]([CH3:32])[c:27]([O:30][CH3:31])[c:28]1[CH3:29].[ClH:20].[F:3][C:4]1([F:19])[CH:5]([F:18])[O:6][c:7]2[c:8]([cH:9][c:10]3[c:11]([nH:12][c:13]([SH:15])[n:14]3)[cH:16]2)[O:17]1.[Na+:2].[OH-:1]>>[F:3][C:4]1([F:19])[CH:5]([F:18])[O:6][c:7]2[c:8]([cH:9][c:10]3[c:11]([nH:12][c:13]([S:15][CH2:22][c:23]4[n:24][cH:25][c:26]([CH3:32])[c:27]([O:30][CH3:31])[c:28]4[CH3:29])[n:14]3)[cH:16]2)[O:17]1. The product is COc1c(C)cnc(CSc2nc3cc4c(cc3[nH]2)OC(F)C(F)(F)O4)c1C. Starting materials: C(C)(C)(C)OC(CN1C(=NC2=C1C=CC(=C2)N(C(=O)C2CCCC2)CC2=CC=CC=C2)CCC)=O ([5 -(Benzyl-cyclopentanecarbonyl-amino)-2-propyl-benzoimidazol-1-yl]-acetic acid tert-butyl ester), C(=O)(C(F)(F)F)O (TFA). The product is C(C1=CC=CC=C1)N(C1=CC2=C(N(C(=N2)CCC)CC(=O)O)C=C1)C(=O)C1CCCC1 ([5-(Benzyl-cyclopentanecarbonyl-amino)-2-propyl-benzoimidazol-1-yl]-acetic acid). Reaction SMILES: C([O:5][C:6](=[O:35])[CH2:7][N:8]1[C:12]2[CH:13]=[CH:14][C:15]([N:17]([CH2:25][C:26]3[CH:31]=[CH:30][CH:29]=[CH:28][CH:27]=3)[C:18]([CH:20]3[CH2:24][CH2:23][CH2:22][CH2:21]3)=[O:19])=[CH:16][C:11]=2[N:10]=[C:9]1[CH2:32][CH2:33][CH3:34])(C)(C)C.C(O)(C(F)(F)F)=O>>[CH2:25]([N:17]([C:18]([CH:20]1[CH2:21][CH2:22][CH2:23][CH2:24]1)=[O:19])[C:15]1[CH:14]=[CH:13][C:12]2[N:8]([CH2:7][C:6]([OH:35])=[O:5])[C:9]([CH2:32][CH2:33][CH3:34])=[N:10][C:11]=2[CH:16]=1)[C:26]1[CH:31]=[CH:30][CH:29]=[CH:28][CH:27]=1. Reported procedure: [5 -(Benzyl-cyclopentanecarbonyl-amino)-2-propyl-benzoimidazol-1-yl]-acetic acid tert-butyl ester (0.12 mmol) was treated with TFA (2 mL) for 2 hours, concentrated, and purified by preparative LCMS to give the title compound. 1H NMR (d6-DMSO) δ7.47 (d, 1H), 7.21 (m, 6H), 6.95 (m, 1H), 5.08 (s, 2H), 4.87 (s, 2H), 2.73 (t, 2H), 1.71 (m, 9H), 1.33 (m, 2H), 0.99 (t, 3H). MS calculated for C25H29N3O3+H: 420, observed: 420. Starting materials: N(CC(=O)O)C(=O)OC(C)(C)C (Boc-Gly-OH), C=1C=CC2=C(C1)N=NN2O (HOBt), C1CCC(CC1)N=C=NC2CCCCC2 (DCC), N[C@@H](CCCCNC(=O)OCC1=CC=CC=C1)C(=O)OCC1=CC=CC=C1.Cl (H-Lys(Z)-OBzl.HCl). Run in CN(C=O)C (dimethylformamide), C(C)N(CC)CC (triethylamine), CN(C)C=O (DMF). Conditions: temperature 4 celsius, time 16 hour. Product: N(CC(=O)N[C@@H](CCCCNC(=O)OCC1=CC=CC=C1)C(=O)OCC1=CC=CC=C1)C(=O)OC(C)(C)C (Boc-Gly-Lys(Z)-OBzl). The yield is 80.0%. RXN SMILES: [NH2:1][C@H:2]([C:18]([O:20][CH2:21][C:22]1[CH:27]=[CH:26][CH:25]=[CH:24][CH:23]=1)=[O:19])[CH2:3][CH2:4][CH2:5][CH2:6][NH:7][C:8]([O:10][CH2:11][C:12]1[CH:17]=[CH:16][CH:15]=[CH:14][CH:13]=1)=[O:9].Cl.[NH:29]([C:34]([O:36][C:37]([CH3:40])([CH3:39])[CH3:38])=[O:35])[CH2:30][C:31](O)=[O:32].C1C=CC2N(O)N=NC=2C=1.C1CCC(N=C=NC2CCCCC2)CC1>CN(C)C=O.C(N(CC)CC)C>[NH:29]([C:34]([O:36][C:37]([CH3:40])([CH3:39])[CH3:38])=[O:35])[CH2:30][C:31]([NH:1][C@H:2]([C:18]([O:20][CH2:21][C:22]1[CH:27]=[CH:26][CH:25]=[CH:24][CH:23]=1)=[O:19])[CH2:3][CH2:4][CH2:5][CH2:6][NH:7][C:8]([O:10][CH2:11][C:12]1[CH:13]=[CH:14][CH:15]=[CH:16][CH:17]=1)=[O:9])=[O:32] |f:0.1|. Procedure details: To a solution of 20.35 g of H-Lys(Z)-OBzl.HCl (manufactured by Kokusan Kagaku) in 35 ml of dimethylformamide (called DMF hereinbelow), after neutralized by addition under cooling with ice of 7 ml of triethylamine, were added 8.76 g of Boc-Gly-OH (manufactured by Kokusan Kagaku), 7.43 g of HOBt (manufactured by Kokusan Kagaku) and 11.35 g of DCC (manufactured by Kokusan Kagaku). The mixture was stirred for 3 hours and at 4° C. for additional 16 hours. Dicyclohexylurea by-product was removed by fi...